Dataset: the Open Reaction Database (ORD), a public repository of structured organic reaction records. Task: describe an organic reaction: reactants, conditions, products, and yield The reactants are C(C)(C)N(C(C)C)CC (N,N-diisopropylethylamine), Cl.COC(C(C)(C)N)=O (2-aminoisobutyric acid methyl ester hydrochloride), C1(=CC=CC=C1)CCCNC1=C(C=CC2=CC=CC=C12)C(=O)O (1-(3-phenyl-propylamino)-naphthalene-2-carboxylic acid), ON1N=NC2=C1C=CC=C2 (1-hydroxybenzotriazole), Cl.C(C)N=C=NCCCN(C)C (1-ethyl-3-(3-dimethylaminopropyl)carbodiimide hydrochloride), C(C)(C)N(C(C)C)CC (N,N-diisopropylethylamine). Solvent: CN(C)C=O (DMF). Run at time 30 minute. Yields the product COC(C(C)(NC(=O)C1=C(C2=CC=CC=C2C=C1)NCCCC1=CC=CC=C1)C)=O (2-methyl-2-{[1-(3-phenyl-propylamino)-naphthalene-2-carbonyl]-amino}-propionic acid methyl ester). Isolated yield 33.2%. RXN SMILES: [C:1]1([CH2:7][CH2:8][CH2:9][NH:10][C:11]2[C:20]3[C:15](=[CH:16][CH:17]=[CH:18][CH:19]=3)[CH:14]=[CH:13][C:12]=2[C:21](O)=[O:22])[CH:6]=[CH:5][CH:4]=[CH:3][CH:2]=1.ON1C2C=CC=CC=2N=N1.Cl.C(N=C=NCCCN(C)C)C.C(N(CC)C(C)C)(C)C.Cl.[CH3:56][O:57][C:58](=[O:63])[C:59]([NH2:62])([CH3:61])[CH3:60]>CN(C=O)C>[CH3:56][O:57][C:58](=[O:63])[C:59]([CH3:61])([NH:62][C:21]([C:12]1[CH:13]=[CH:14][C:15]2[C:20](=[CH:19][CH:18]=[CH:17][CH:16]=2)[C:11]=1[NH:10][CH2:9][CH2:8][CH2:7][C:1]1[CH:6]=[CH:5][CH:4]=[CH:3][CH:2]=1)=[O:22])[CH3:60] |f:2.3,5.6|. Reported procedure: Under argon atmosphere 16 mg 1-(3-phenyl-propylamino)-naphthalene-2-carboxylic acid, 10 mg 1-hydroxybenzotriazole, 12 mg 1-ethyl-3-(3-dimethylaminopropyl)carbodiimide hydrochloride and 18 μl of N,N-diisopropylethylamine in 1 ml of dry DMF were stirred at 0° C. After 30 minutes at 0° C. 8 mg of 2-aminoisobutyric acid methyl ester hydrochloride, followed by 18 μl of N,N-diisopropylethylamine were added. After 16 h at room temperature the reaction mixture was concentrated, and the residue was purif... Reactants: C(C1=CC=CC=C1)N1N=CC=2C(=C3C(=NC21)C(C2=C(CC3)C=CC=C2)=O)Br (1-benzyl-4-bromo-5,6-dihydrobenzo[5,6]cyclohepta[1,2-b]pyrazolo[4,3-e]pyridin-11(1H)one), [O-]CCC.[Na+] (sodium propoxide). The product is C(C1=CC=CC=C1)N1N=CC=2C(=C3C(=NC21)C(C2=C(CC3)C=CC=C2)=O)OCCC (1-benzyl-4-propoxy-5,6-dihydrobenzo[5,6]cyclohepta[1,2-b]pyrazolo[4,3-e]pyridin-11(1H)one). RXN SMILES: [CH2:1]([N:8]1[C:16]2[N:15]=[C:14]3[C:17](=[O:26])[C:18]4[CH:25]=[CH:24][CH:23]=[CH:22][C:19]=4[CH2:20][CH2:21][C:13]3=[C:12](Br)[C:11]=2[CH:10]=[N:9]1)[C:2]1[CH:7]=[CH:6][CH:5]=[CH:4][CH:3]=1.[O-:28][CH2:29][CH2:30][CH3:31].[Na+]>>[CH2:1]([N:8]1[C:16]2[N:15]=[C:14]3[C:17](=[O:26])[C:18]4[CH:25]=[CH:24][CH:23]=[CH:22][C:19]=4[CH2:20][CH2:21][C:13]3=[C:12]([O:28][CH2:29][CH2:30][CH3:31])[C:11]=2[CH:10]=[N:9]1)[C:2]1[CH:7]=[CH:6][CH:5]=[CH:4][CH:3]=1 |f:1.2|. Reported procedure: By treating the product of Example 11 according to the procedure of Example 3, replacing the sodium ethoxide with sodium propoxide, 1-benzyl-4-propoxy-5,6-dihydrobenzo[5,6]cyclohepta[1,2-b]pyrazolo[4,3-e]pyridin-11(1H)one is obtained. Starting materials: BrC=1C=C(C=CC1)I (3-bromoiodobenzene), C(CO)O (ethylene glycol), C1(=CC=CC=C1)S (thiophenol), C(=O)([O-])[O-].[K+].[K+] (K2CO3). Reagents/catalysts: [Cu]I (CuI). Run in CC(C)O (2-propanol). Yields the product C1(=CC=CC=C1)SC1=CC(=CC=C1)Br (3-bromophenyl phenyl sulfide). The yield is 90.5%. As a reaction SMILES: [Br:1][C:2]1[CH:3]=[C:4](I)[CH:5]=[CH:6][CH:7]=1.[C:9]1([SH:15])[CH:14]=[CH:13][CH:12]=[CH:11][CH:10]=1.C([O-])([O-])=O.[K+].[K+].C(O)CO>[Cu]I.CC(O)C>[C:9]1([S:15][C:4]2[CH:5]=[CH:6][CH:7]=[C:2]([Br:1])[CH:3]=2)[CH:14]=[CH:13][CH:12]=[CH:11][CH:10]=1 |f:2.3.4|. Procedure details: The general procedure in example 39 was followed. 3-bromoiodobenzene (283 mg, 1.0 mmol), thiophenol (103 μL, 1.0 mmol), CuI (10 mg, 0.05 mmol), K2CO3 (276 mg, 2.0 mmol), ethylene glycol (111 μL, 2.0 mmol) and 2-propanol (1.0 μL) were used to obtain the 3-bromophenyl phenyl sulfide (240 mg, 91% yield) as colorless liquid. Column chromatography solvent (hexane). Rf=0.6 (hexane). 1H NMR (CDCl3, 300 MHz) δ 7.11-7.22 (m, 2 H), 7.28-7.40 (m, 7 H). 13C NMR (CDCl3, 75 MHz) δ 139.2, 134.1, 132.5, 132.4, ...